Dataset: the Open Reaction Database (ORD), a public repository of structured organic reaction records. Task: describe an organic reaction: reactants, conditions, products, and yield Reaction SMILES: [CH2:1]([CH3:2])[O:3][C:4]([CH:5]=[CH:6][c:7]1[cH:8][n:9][c:10]([NH:12][C:13](=[O:14])[N:15]([CH:16]2[CH2:17][CH2:18][CH2:19][CH2:20][CH2:21]2)[CH:22]2[CH2:23][CH2:24][CH2:25][CH2:26][CH2:27]2)[s:11]1)=[O:28].[CH3:29][OH:30]>>[CH2:1]([CH3:2])[O:3][C:4]([CH2:5][CH2:6][c:7]1[cH:8][n:9][c:10]([NH:12][C:13](=[O:14])[N:15]([CH:16]2[CH2:17][CH2:18][CH2:19][CH2:20][CH2:21]2)[CH:22]2[CH2:23][CH2:24][CH2:25][CH2:26][CH2:27]2)[s:11]1)=[O:28]. The product is CCOC(=O)CCc1cnc(NC(=O)N(C2CCCCC2)C2CCCCC2)s1. The reactants are CCOC(=O)C=Cc1cnc(NC(=O)N(C2CCCCC2)C2CCCCC2)s1, CO.